From a dataset of the Open Reaction Database (ORD), a public repository of structured organic reaction records. describe an organic reaction: reactants, conditions, products, and yield Reactants: FC(COC1=CC=C(C=C1)N1C(N(C=C1)[C@@H](C(=O)O)C)=O)(C(F)F)F ((2R) -2-[3-[4-(2,2,3,3-Tetrafluoropropoxy)phenyl]-2,3-dihydro-2-oxo-1H-imidazol-1-yl]propanoic acid), C(C(=O)Cl)(=O)Cl (oxalyl chloride). The reagents and catalysts are CN(C=O)C (dimethylformamide). Solvent: ClCCl (dichloromethane). Conditions: time 2 hour. The product is FC(COC1=CC=C(C=C1)N1C(N(C=C1)[C@@H](C(=O)Cl)C)=O)(C(F)F)F ((2R)-2-[3-[4-(2,2,3,3-tetrafluoropropoxy)phenyl]-2,3-dihydro-2-oxo-1H-imidazol-1-yl]propanoyl chloride). Reaction SMILES: [F:1][C:2]([F:25])([CH:22]([F:24])[F:23])[CH2:3][O:4][C:5]1[CH:10]=[CH:9][C:8]([N:11]2[CH:15]=[CH:14][N:13]([C@H:16]([CH3:20])[C:17](O)=[O:18])[C:12]2=[O:21])=[CH:7][CH:6]=1.C(Cl)(=O)C([Cl:29])=O>CN(C)C=O.ClCCl>[F:1][C:2]([F:25])([CH:22]([F:24])[F:23])[CH2:3][O:4][C:5]1[CH:10]=[CH:9][C:8]([N:11]2[CH:15]=[CH:14][N:13]([C@H:16]([CH3:20])[C:17]([Cl:29])=[O:18])[C:12]2=[O:21])=[CH:7][CH:6]=1. Procedure details: (2R) -2-[3-[4-(2,2,3,3-Tetrafluoropropoxy)phenyl]-2,3-dihydro-2-oxo-1H-imidazol-1-yl]propanoic acid (1.5 g) and 3.8 ml of oxalyl chloride were added to 30 ml of dichloromethane, to which dimethylformamide (7 drops ) was added dropwise at room temperature. After the reaction solution was stirred at room temperature for 2 hours, the solvent was distilled off under reduced pressure to give 1.5 g of (2R)-2-[3-[4-(2,2,3,3-tetrafluoropropoxy)phenyl]-2,3-dihydro-2-oxo-1H-imidazol-1-yl]propanoyl chlorid... Reactants: C(C)(=O)C1=CC=CC=C1 (Acetophenone), [B]1OC2=CC=CC=C2O1 (catecholborane). The solvent is CO (methanol). Run at time 20 minute. Product: C1(=CC=CC=C1)[C@@H](C)O ((R)-1-phenylethanol). Isolated yield 80.2%. Reaction SMILES: [C:1]([C:4]1[CH:9]=[CH:8][CH:7]=[CH:6][CH:5]=1)(=[O:3])[CH3:2].[B]1OC2C(=CC=CC=2)O1>CO>[C:4]1([C@H:1]([OH:3])[CH3:2])[CH:9]=[CH:8][CH:7]=[CH:6][CH:5]=1 |^1:9|. Procedure details: The polymer of Example 1 (32 mg, 0.055 mmol based on the biphenyl subunit) and diethylzinc (0.01 mL, 0.1 mmol) were added to a Schlenk flask containing 10 mL of toluene (dried with Na and degassed with N2), under N2 and at room temperature, to form the organozinc species. The resulting mixture was stirred at r.t. for 20 minutes. Acetophenone (0.12 mL, 1 mmol) was then added. The resulting mixture was cooled to -30° C. and 1.5 mL of catecholborane (1.5 mmol, 1M in THF) was added. Stirring was con...